Dataset: the Open Reaction Database (ORD), a public repository of structured organic reaction records. Task: describe an organic reaction: reactants, conditions, products, and yield Starting materials: C(C)(C)(C)C1=C(C(=CC(=C1)S)C(C)(C)C)O (2,6-ditertiary butyl-4-mercaptophenol), [OH-].[K+] (KOH), ClCCO (2-Chloroethanol). Solvent: C(C)O (ethanol), C(C)O (ethanol), C1=CC=CC=C1 (benzene), C1=CC=CC=C1 (benzene). The product is C(C)(C)(C)C1=C(C(=CC(=C1)SCCO)C(C)(C)C)O (2,6-ditertiary butyl-4-(hydroxyethylthio)phenol). Reaction SMILES: [C:1]([C:5]1[CH:10]=[C:9]([SH:11])[CH:8]=[C:7]([C:12]([CH3:15])([CH3:14])[CH3:13])[C:6]=1[OH:16])([CH3:4])([CH3:3])[CH3:2].[OH-].[K+].Cl[CH2:20][CH2:21][OH:22]>C(O)C.C1C=CC=CC=1>[C:12]([C:7]1[CH:8]=[C:9]([S:11][CH2:20][CH2:21][OH:22])[CH:10]=[C:5]([C:1]([CH3:4])([CH3:3])[CH3:2])[C:6]=1[OH:16])([CH3:15])([CH3:14])[CH3:13] |f:1.2|. Procedure details: Using the equipment described in Example I, 2,6-ditertiary butyl-4-mercaptophenol (50 grams) was dissolved in 90 millimeters of ethanol (denatured alcohol) and 30 millimeters of benzene. A solution of 12 grams of KOH in 60 millimeters of ethanol was added under a nitrogen blanket. 2-Chloroethanol (19 grams) was slowly added dropwise at room temperature. The combination was reacted for three hours and then diluted with benzene and washed with water. The volatiles were then stripped off. Starting materials: CO (methanol), Cl (hydrochloric acid), C(C)OC(=O)C=1N(C=NC1C)CC[C@H]1N=C(SC1)C=1NC2=C(C=C(C=C2C1)Cl)NC1CCCC1 (3-{2-[(R)-2-(5-chloro-7-cyclopentylamino-1H-indol-2-yl)-4,5-dihydro-thiazol-4-yl]-ethyl}-5-methyl-3H-imidazole-4-carboxylic acid ethyl ester), O.[OH-].[Li+] (Lithium hydroxide monohydrate). Run in O1CCCC1 (tetrahydrofuran), O (water). Reaction conditions: time 8 hour. Product: ClC=1C=C2C=C(NC2=C(C1)NC1CCCC1)C=1SC[C@H](N1)CCN1C=NC(=C1C(=O)O)C (3-{2-[(R)-2-(5-chloro-7-cyclopentylamino-1H-indol-2-yl)-4,5-dihydro-thiazol-4-yl]-ethyl}-5-methyl-3H-imidazole-4-carboxylic acid). Yield: 51.5%. Reaction SMILES: C([O:3][C:4]([C:6]1[N:7]([CH2:12][CH2:13][C@@H:14]2[CH2:18][S:17][C:16]([C:19]3[NH:20][C:21]4[C:26]([CH:27]=3)=[CH:25][C:24]([Cl:28])=[CH:23][C:22]=4[NH:29][CH:30]3[CH2:34][CH2:33][CH2:32][CH2:31]3)=[N:15]2)[CH:8]=[N:9][C:10]=1[CH3:11])=[O:5])C.CO.O.[OH-].[Li+].Cl>O1CCCC1.O>[Cl:28][C:24]1[CH:25]=[C:26]2[C:21](=[C:22]([NH:29][CH:30]3[CH2:34][CH2:33][CH2:32][CH2:31]3)[CH:23]=1)[NH:20][C:19]([C:16]1[S:17][CH2:18][C@@H:14]([CH2:13][CH2:12][N:7]3[C:6]([C:4]([OH:5])=[O:3])=[C:10]([CH3:11])[N:9]=[CH:8]3)[N:15]=1)=[CH:27]2 |f:2.3.4|. Reported procedure: The compound (35 mg, 0.07 mmol) prepared in Example 109 was dissolved in tetrahydrofuran (10 ml), methanol (10 ml) and water (10 ml). Lithium hydroxide monohydrate (29 mg, 0.70 mmol) was added thereto, and the mixture was stirred for 8 h at room temperature. After completion of the reaction, 1N hydrochloric acid solution was added. The mixture was extracted with ethyl acetate, washed with saturated sodium chloride solution, dried over anhydrous magnesium sulfate, and filtered. The filtrate was d... Reactants: N1CC(C1)N1CCN(CC1)C(=O)OC(C)(C)C (Tert-butyl 4-azetidin-3-ylpiperazine-1-carboxylate), N(=C=O)C1=CC(=CC(=C1)C(F)(F)F)C(F)(F)F (1-isocyanato-3,5-bis(trifluoromethyl)benzene). Solvent: O1CCCC1 (tetrahydrofuran). Reaction conditions: time 30 minute. Yields the product FC(C=1C=C(C=C(C1)C(F)(F)F)NC(=O)N1CC(C1)N1CCN(CC1)C(=O)OC(C)(C)C)(F)F (Tert-butyl 4-[1-({[3,5-bis(trifluoromethyl)phenyl]amino}carbonyl)azetidin-3-yl]piperazine-1-carboxylate). As a reaction SMILES: [NH:1]1[CH2:4][CH:3]([N:5]2[CH2:10][CH2:9][N:8]([C:11]([O:13][C:14]([CH3:17])([CH3:16])[CH3:15])=[O:12])[CH2:7][CH2:6]2)[CH2:2]1.[N:18]([C:21]1[CH:26]=[C:25]([C:27]([F:30])([F:29])[F:28])[CH:24]=[C:23]([C:31]([F:34])([F:33])[F:32])[CH:22]=1)=[C:19]=[O:20]>O1CCCC1>[F:28][C:27]([F:29])([F:30])[C:25]1[CH:26]=[C:21]([NH:18][C:19]([N:1]2[CH2:4][CH:3]([N:5]3[CH2:10][CH2:9][N:8]([C:11]([O:13][C:14]([CH3:17])([CH3:16])[CH3:15])=[O:12])[CH2:7][CH2:6]3)[CH2:2]2)=[O:20])[CH:22]=[C:23]([C:31]([F:34])([F:32])[F:33])[CH:24]=1. Procedure: To a solution of the compound prepared in Example 2 (986 mg) in tetrahydrofuran (12 mL) was dropwise added 1-isocyanato-3,5-bis(trifluoromethyl)benzene (0.85 mL), and the mixture was stirred for 30 minutes. The reaction solution was concentrated. The residue was purified by column chromatography on silica gel (hexane:ethyl acetate=1:1) to give the compound of the present invention (1.413 g) having the following physical data. Reactants: C(C)N(C1=C(C=CC(=C1)OC)[C@H]1CC=2C=CC(=CC2CC1)OC(C(C)(C)C)=O)C(C1=CC=C(C=C1)O)=O (pivalic acid (R)-6-{2-[ethyl(4-hydroxybenzoyl)amino]-4-methoxyphenyl}-5,6,7,8-tetrahydronaphthalen-2-yl ester), ClCC(=O)N(C1CCOCC1)C (2-chloro-N-methyl-N-(tetrahydropyran-4-yl)acetamide). Yields the product C(C)N(C1=C(C=CC(=C1)OC)[C@H]1CC=2C=CC(=CC2CC1)O)CC1=CC=C(C=C1)OCCN(C1CCOCC1)C ((R)-6-{2-{Ethyl{4-{2-[methyl(tetrahydropyran-4-yl)amino]ethoxy}benzyl}amino}-4-methoxyphenyl}-5,6,7,8-tetrahydronaphthalen-2-ol). The yield is 36.2%. As a reaction SMILES: [CH2:1]([N:3]([C:29](=O)[C:30]1[CH:35]=[CH:34][C:33]([OH:36])=[CH:32][CH:31]=1)[C:4]1[CH:9]=[C:8]([O:10][CH3:11])[CH:7]=[CH:6][C:5]=1[C@@H:12]1[CH2:21][CH2:20][C:19]2[CH:18]=[C:17]([O:22]C(=O)C(C)(C)C)[CH:16]=[CH:15][C:14]=2[CH2:13]1)[CH3:2].Cl[CH2:39][C:40]([N:42]([CH3:49])[CH:43]1[CH2:48][CH2:47][O:46][CH2:45][CH2:44]1)=O>>[CH2:1]([N:3]([CH2:29][C:30]1[CH:31]=[CH:32][C:33]([O:36][CH2:39][CH2:40][N:42]([CH3:49])[CH:43]2[CH2:48][CH2:47][O:46][CH2:45][CH2:44]2)=[CH:34][CH:35]=1)[C:4]1[CH:9]=[C:8]([O:10][CH3:11])[CH:7]=[CH:6][C:5]=1[C@@H:12]1[CH2:21][CH2:20][C:19]2[CH:18]=[C:17]([OH:22])[CH:16]=[CH:15][C:14]=2[CH2:13]1)[CH3:2]. Reported procedure: Synthesized from pivalic acid (R)-6-{2-[ethyl(4-hydroxybenzoyl)amino]-4-methoxyphenyl}-5,6,7,8-tetrahydronaphthalen-2-yl ester (15 mg) and 2-chloro-N-methyl-N-(tetrahydropyran-4-yl)acetamide (11 mg) according to an analogous synthetic method to Example 404 and purified by LC-MS, the title compound (5.9 mg) was obtained.